From a dataset of the Open Reaction Database (ORD), a public repository of structured organic reaction records. describe an organic reaction: reactants, conditions, products, and yield Solvent: C1CCOC1 (THF), CO (MeOH). The product is O=S1([C@@H]2CN([C@H](C1)C2)CCN[C@]21[C@@H]([C@H]3CC[C@@H]4[C@]5(CC=C(C([C@@H]5CC[C@]4([C@@]3(CC2)C)C)(C)C)C2=CC[C@@H](CC2)C(=O)O)C)[C@@H](CC1)C(=C)C)=O ((R)-4-((1R,3aS,5aR,5bR,7aR,11aS,11bR,13aR,13bR)-3a-((2-((1S,4S)-2,2-dioxido-2-thia-5-azabicyclo[2.2.1]heptan-5-yl)ethyl)amino)-5a,5b,8,8,11a-pentamethyl-1-(prop-1-en-2-yl)-2,3,3a,4,5,5a,5b,6,7,7a,8,11,11a,11b,12,13,13a,13b-octadecahydro-1H-cyclopenta[a]chrysen-9-yl)cyclohex-3-enecarboxylic acid). Procedure details: To a solution of (R)-benzyl 4-((1R,3aS,5aR,5bR,7aR,11aS,11bR,13aR,13bR)-3a-((2-((1S,4S)-2,2-dioxido-2-thia-5-azabicyclo[2.2.1]heptan-5-yl)ethyl)amino)-5a,5b,8,8,11a-pentamethyl-1-(prop-1-en-2-yl)-2,3,3a,4,5,5a,5b,6,7,7a,8,11,11a,11b,12,13,13a,13b-octadecahydro-1H-cyclopenta[a]chrysen-9-yl)cyclohex-3-enecarboxylate (65.2 mg, 0.082 mmol) in THF (1.5 mL) and MeOH (0.5 mL) was added 3N lithium hydroxide (0.136 mL, 0.409 mmol). The reaction mixture was stirred at 75° C. for 3 h and then cooled to rt.... Reaction conditions: temperature 75 celsius, time 3 hour. Starting materials: O=S1([C@@H]2CN([C@H](C1)C2)CCN[C@]21[C@@H]([C@H]3CC[C@@H]4[C@]5(CC=C(C([C@@H]5CC[C@]4([C@@]3(CC2)C)C)(C)C)C2=CC[C@@H](CC2)C(=O)OCC2=CC=CC=C2)C)[C@@H](CC1)C(=C)C)=O ((R)-benzyl 4-((1R,3aS,5aR,5bR,7aR,11aS,11bR,13aR,13bR)-3a-((2-((1S,4S)-2,2-dioxido-2-thia-5-azabicyclo[2.2.1]heptan-5-yl)ethyl)amino)-5a,5b,8,8,11a-pentamethyl-1-(prop-1-en-2-yl)-2,3,3a,4,5,5a,5b,6,7,7a,8,11,11a,11b,12,13,13a,13b-octadecahydro-1H-cyclopenta[a]chrysen-9-yl)cyclohex-3-enecarboxylate), [OH-].[Li+] (lithium hydroxide). RXN SMILES: [O:1]=[S:2]1(=[O:57])[CH2:7][C@@H:6]2[CH2:8][C@H:3]1[CH2:4][N:5]2[CH2:9][CH2:10][NH:11][C@:12]12[CH2:53][CH2:52][C@@H:51]([C:54]([CH3:56])=[CH2:55])[C@@H:13]1[C@@H:14]1[C@@:27]([CH3:30])([CH2:28][CH2:29]2)[C@@:26]2([CH3:31])[C@@H:17]([C@:18]3([CH3:50])[C@@H:23]([CH2:24][CH2:25]2)[C:22]([CH3:33])([CH3:32])[C:21]([C:34]2[CH2:39][CH2:38][C@@H:37]([C:40]([O:42]CC4C=CC=CC=4)=[O:41])[CH2:36][CH:35]=2)=[CH:20][CH2:19]3)[CH2:16][CH2:15]1.[OH-].[Li+]>C1COCC1.CO>[O:57]=[S:2]1(=[O:1])[CH2:7][C@@H:6]2[CH2:8][C@H:3]1[CH2:4][N:5]2[CH2:9][CH2:10][NH:11][C@:12]12[CH2:53][CH2:52][C@@H:51]([C:54]([CH3:56])=[CH2:55])[C@@H:13]1[C@@H:14]1[C@@:27]([CH3:30])([CH2:28][CH2:29]2)[C@@:26]2([CH3:31])[C@@H:17]([C@:18]3([CH3:50])[C@@H:23]([CH2:24][CH2:25]2)[C:22]([CH3:32])([CH3:33])[C:21]([C:34]2[CH2:39][CH2:38][C@@H:37]([C:40]([OH:42])=[O:41])[CH2:36][CH:35]=2)=[CH:20][CH2:19]3)[CH2:16][CH2:15]1 |f:1.2|. The yield is 59.8%. The reactants are C(#N)C1=C(C=C(C=C1)N[C@@H](C(=O)N)CC(C)C)NC1=NOC(=C1)C ((R)-2-(4-cyano-3-(5-methylisoxazol-3-ylamino)phenylamino)-4-methylpentanamide), C(=O)([O-])[O-].[K+].[K+] (K2CO3), OO (H2O2). Run in CS(=O)C (DMSO). Conditions: time 5 minute. The product is NC([C@@H](CC(C)C)NC1=CC(=C(C(=O)N)C=C1)NC1=NOC(=C1)C)=O ((R)-4-(1-amino-4-methyl-1-oxopentan-2-ylamino)-2-(5-methylisoxazol-3-ylamino)benzamide). Yield: 38.6%. RXN SMILES: [C:1]([C:3]1[CH:8]=[CH:7][C:6]([NH:9][C@H:10]([CH2:14][CH:15]([CH3:17])[CH3:16])[C:11]([NH2:13])=[O:12])=[CH:5][C:4]=1[NH:18][C:19]1[CH:23]=[C:22]([CH3:24])[O:21][N:20]=1)#[N:2].C([O-])([O-])=[O:26].[K+].[K+].OO>CS(C)=O>[NH2:13][C:11](=[O:12])[C@H:10]([NH:9][C:6]1[CH:7]=[CH:8][C:3]([C:1]([NH2:2])=[O:26])=[C:4]([NH:18][C:19]2[CH:23]=[C:22]([CH3:24])[O:21][N:20]=2)[CH:5]=1)[CH2:14][CH:15]([CH3:17])[CH3:16] |f:1.2.3|. Reported procedure: To a solution of (R)-2-(4-cyano-3-(5-methylisoxazol-3-ylamino)phenylamino)-4-methylpentanamide (15 mg, 0.045 mmol) in DMSO (1 mL), K2CO3 (150 mg, 1.08 mmol) and H2O2 (50% aq., 0.800 mL) were added. After being stirred at 90 C for 5 min, the mixture was purified by HPLC to give the titled compound (6 mg). MS 346.3 (M+H); UV 203.5, 270.0, 293.4 nm Starting materials: ClC=1C=C(C=C(C1)Cl)C1(CC(=NO1)C1=CC(=C(C(=O)N)C=C1)COC)C(F)(F)F (4-[5-(3,5-dichlorophenyl)-5-trifluoromethyl-4,5-dihydroisoxazol-3-yl]-2-methoxymethyl benzoic acid amide), COC(N(C)C)OC (N,N-dimethylformamide dimethylacetal), O1CCCC1 (tetrahydrofuran). Run at time 2 hour. The product is ClC=1C=C(C=C(C1)Cl)C1(CC(=NO1)C1=CC(=C(C(=O)NC=NOC)C=C1)COC)C(F)(F)F (4-[5-(3,5-dichlorophenyl)-5-trifluoromethyl-4,5-dihydroisoxazole-3-yl]-N-(methoxyiminomethyl)-2-methoxymethyl benzoic acid amide). RXN SMILES: [Cl:1][C:2]1[CH:3]=[C:4]([C:9]2([C:26]([F:29])([F:28])[F:27])[O:13][N:12]=[C:11]([C:14]3[CH:22]=[CH:21][C:17]([C:18]([NH2:20])=[O:19])=[C:16]([CH2:23][O:24][CH3:25])[CH:15]=3)[CH2:10]2)[CH:5]=[C:6]([Cl:8])[CH:7]=1.CO[CH:32](OC)[N:33](C)C.[O:38]1[CH2:42]CCC1>>[Cl:1][C:2]1[CH:3]=[C:4]([C:9]2([C:26]([F:27])([F:29])[F:28])[O:13][N:12]=[C:11]([C:14]3[CH:22]=[CH:21][C:17]([C:18]([NH:20][CH:32]=[N:33][O:38][CH3:42])=[O:19])=[C:16]([CH2:23][O:24][CH3:25])[CH:15]=3)[CH2:10]2)[CH:5]=[C:6]([Cl:8])[CH:7]=1. Procedure: In a solution of 0.09 g of 4-[5-(3,5-dichlorophenyl)-5-trifluoromethyl-4,5-dihydroisoxazol-3-yl]-2-methoxymethyl benzoic acid amide in 2 mL of tetrahydrofuran, 0.05 g of N,N-dimethylformamide dimethylacetal was added, and stirred at room temperature for 2 hours. After the completion of the reaction, the solvent was distilled off under reduced pressure, and the residue was dissolved in 2 mL of tetrahydrofuran, a solution of 0.02 g of methoxyamine hydrochloride in 2 mL of water was added dropwise.... The reactants are FC(C=1C=C2C(=CC1)NCC21CN(CC1)C(=O)OC(C)(C)C)(F)F (tert-Butyl 5-(trifluoromethyl)spiro[indoline-3,3′-pyrrolidine]-1′-carboxylate), CN.O1CCCC1 (methylamine tetrahydrofuran), ClC(C(=O)OCC)=O (ethyl chloroglyoxylate), NC1=NC=C(N=C1)C (2-amino-5-methylpyrazine). The product is CNC(C(=O)N1CC2(CC1)CN(C1=CC=C(C=C12)C(F)(F)F)C(=O)NC1=NC=C(N=C1)C)=O (1′-(2-(Methylamino)-2-oxoacetyl)-N-(5-methylpyrazin-2-yl)-5-(trifluoromethyl)spiro[indoline-3,3′-pyrrolidine]-1-carboxamide). Reaction SMILES: [F:1][C:2]([F:24])([F:23])[C:3]1[CH:4]=[C:5]2[C:11]3([CH2:15][CH2:14][N:13]([C:16](OC(C)(C)C)=[O:17])[CH2:12]3)[CH2:10][NH:9][C:6]2=[CH:7][CH:8]=1.Cl[C:26](=[O:32])C(OCC)=O.[NH2:33][C:34]1[CH:39]=[N:38][C:37]([CH3:40])=[CH:36][N:35]=1.[CH3:41][NH2:42].[O:43]1[CH2:47]CCC1>>[CH3:41][NH:42][C:26](=[O:32])[C:16]([N:13]1[CH2:14][CH2:15][C:11]2([C:5]3[C:6](=[CH:7][CH:8]=[C:3]([C:2]([F:23])([F:1])[F:24])[CH:4]=3)[N:9]([C:47]([NH:33][C:34]3[CH:39]=[N:38][C:37]([CH3:40])=[CH:36][N:35]=3)=[O:43])[CH2:10]2)[CH2:12]1)=[O:17] |f:3.4|. Procedure details: (tert-Butyl 5-(trifluoromethyl)spiro[indoline-3,3′-pyrrolidine]-1′-carboxylate, ethyl chloroglyoxylate, 2-amino-5-methylpyrazine, and a solution of methylamine-tetrahydrofuran) Reactants: C(C)C1=NC2=C(N1C)C=C(C=C2)N2C(C=C(C=C2)O)=O (1-(2-ethyl-1-methyl-1H-benzimidazol-6-yl)-4-hydroxypyridin-2(1H)-one), ClC=1C=C(SC1)CO ((4-chloro-thiophen-2-yl)methanol), C(CCC)P(CCCC)CCCC (tributylphosphine), N(=NC(=O)N1CCCCC1)C(=O)N1CCCCC1 (1,1′-(azodicarbonyl)dipiperidine). The solvent is C1CCOC1 (THF). Conditions: temperature 60 celsius, time 4 hour. Yields the product ClC=1C=C(SC1)COC1=CC(N(C=C1)C=1C=CC2=C(N(C(=N2)CC)C)C1)=O (4-((4-Chlorothiophen-2-yl)methoxy)-1-(2-ethyl-1-methyl-1H-benzimidazol-6-yl)pyridin-2(1H)-one). RXN SMILES: [CH2:1]([C:3]1[N:7]([CH3:8])[C:6]2[CH:9]=[C:10]([N:13]3[CH:18]=[CH:17][C:16]([OH:19])=[CH:15][C:14]3=[O:20])[CH:11]=[CH:12][C:5]=2[N:4]=1)[CH3:2].[Cl:21][C:22]1[CH:23]=[C:24]([CH2:27]O)[S:25][CH:26]=1.C(P(CCCC)CCCC)CCC.N(C(N1CCCCC1)=O)=NC(N1CCCCC1)=O>C1COCC1>[Cl:21][C:22]1[CH:23]=[C:24]([CH2:27][O:19][C:16]2[CH:17]=[CH:18][N:13]([C:10]3[CH:11]=[CH:12][C:5]4[N:4]=[C:3]([CH2:1][CH3:2])[N:7]([CH3:8])[C:6]=4[CH:9]=3)[C:14](=[O:20])[CH:15]=2)[S:25][CH:26]=1. Procedure: To a solution of 1-(2-ethyl-1-methyl-1H-benzimidazol-6-yl)-4-hydroxypyridin-2(1H)-one (150 mg), (4-chloro-thiophen-2-yl)methanol (167 mg) and tributylphosphine (338 mg) in THF (15 ml) was added 1,1′-(azodicarbonyl)dipiperidine (422 mg), and the mixture was stirred under at 60° C. for 4 h. The reaction mixture was then cooled to room temperature, and concentrated in vacuo. The residue was diluted with DCM, washed with water and brine successively, dried over Na2SO4, concentrated in vacuo, and pur...